This data is from the Open Reaction Database (ORD), a public repository of structured organic reaction records. The task is: describe an organic reaction: reactants, conditions, products, and yield Starting materials: CC(C)([O-])C.[K+] (potassium t-butoxide), CN(C)C=O (DMF), Cl (hydrochloric acid), CC1=C(C=CC=C1SCCC)[N+](=O)[O-] (2-methyl-1-nitro-3-propylsulfanylbenzene), N(=O)OCCCC (n-butyl nitrite), CN(C=O)C (dimethylformamide). Run at time 1 hour. Yields the product OC1=C(C#N)C(=CC=C1)SCCC (2-Hydroxy-6-propylsulfanylbenzonitrile). Reaction SMILES: CC1[C:7]([S:8][CH2:9][CH2:10][CH3:11])=[CH:6][CH:5]=CC=1[N+]([O-])=O.N(OCCCC)=O.[CH3:22][C:23](C)([O-:25])[CH3:24].[K+].Cl.[CH3:29][N:30](C)C=O>>[OH:25][C:23]1[CH:24]=[CH:5][CH:6]=[C:7]([S:8][CH2:9][CH2:10][CH3:11])[C:22]=1[C:29]#[N:30] |f:2.3|. Reported procedure: 30 g (0.14 mol) of 2-methyl-1-nitro-3-propylsulfanylbenzene, 18.9 g (0.18 mol) of n-butyl nitrite were dissolved in 120 ml of dimethylformamide and cooled to (−20)° C. Then a solution of potassium t-butoxide in 120 ml of DMF is added dropwise over the course of 25 min. After the reaction mixture had been stirred at (−25)° C. for one hour, it was stirred into a mixture of ice and 150 ml of concentrated hydrochloric acid. The mixture was warmed to room temperature, and the resulting solid was filt... Reactants: C([O-])([O-])=O.[K+].[K+] (potassium carbonate), FC1=NC=CC(=C1)C(F)(F)F (2-fluoro-4-(trifluoromethyl)pyridine), NC1=NC=C(C=C1C1=CC=C(C=C1)O)Cl (4-(2-amino-5-chloropyridin-3-yl)phenol). Run in CS(=O)C (DMSO). Conditions: temperature 120 celsius, time 2 hour. Yields the product ClC=1C=C(C(=NC1)N)C1=CC=C(C=C1)OC1=NC=CC(=C1)C(F)(F)F (5-chloro-3-(4-{[4-(trifluoromethyl)pyridin-2-yl]oxy}phenyl)pyridin-2-amine). The yield is 97.3%. Reaction SMILES: C(=O)([O-])[O-].[K+].[K+].F[C:8]1[CH:13]=[C:12]([C:14]([F:17])([F:16])[F:15])[CH:11]=[CH:10][N:9]=1.[NH2:18][C:19]1[C:24]([C:25]2[CH:30]=[CH:29][C:28]([OH:31])=[CH:27][CH:26]=2)=[CH:23][C:22]([Cl:32])=[CH:21][N:20]=1>CS(C)=O>[Cl:32][C:22]1[CH:23]=[C:24]([C:25]2[CH:26]=[CH:27][C:28]([O:31][C:8]3[CH:13]=[C:12]([C:14]([F:17])([F:16])[F:15])[CH:11]=[CH:10][N:9]=3)=[CH:29][CH:30]=2)[C:19]([NH2:18])=[N:20][CH:21]=1 |f:0.1.2|. Procedure: A mixture of potassium carbonate (376 mg), 2-fluoro-4-(trifluoromethyl)pyridine (269 mg) and 4-(2-amino-5-chloropyridin-3-yl)phenol (300 mg) in DMSO (5 mL) was stirred at 120° C. for 2 hr. The mixture was neutralized with sat.NaHCO3 aq. and extracted with EtOAc. The organic layer was separated, washed with 1N NaOH aq. and brine, dried over anhydrous magnesium sulfate and concentrated in vacuo. The residue was purified by column chromatography (NH silica gel, eluted with EtOAc in hexane) to give ... Reactants: ClC=1C2=C(N=C(N1)N1CCN(CC1)C1=CC=C(C=C1)Cl)CCS2=O (4-chloro-2-[4-(4-chloro-phenyl)-piperazin-1-yl]-6,7-dihydro-thieno[3,2-d]pyrimidine 5-oxide), O (water), NCC=1C=C(N(N1)C)O (5-aminomethyl-2-methyl-2H-pyrazol-3-ol), C(C)(C)N(CC)C(C)C (diisopropylethylamine). The solvent is O1CCOCC1 (dioxane). Conditions: temperature 130 celsius. Product: ClC1=CC=C(C=C1)N1CCN(CC1)C=1N=C(C2=C(N1)CCS2=O)NCC=2C=C(N(N2)C)O (5-({2-[4-(4-chloro-phenyl)-piperazin-1-yl]-5-oxo-6,7-dihydro-5H-5λ4-thieno[3,2-d]pyrimidin-4-ylamino}-methyl)-2-methyl-2H-pyrazol-3-ol). The yield is 52.6%. Reaction SMILES: Cl[C:2]1[C:3]2[S:23](=[O:24])[CH2:22][CH2:21][C:4]=2[N:5]=[C:6]([N:8]2[CH2:13][CH2:12][N:11]([C:14]3[CH:19]=[CH:18][C:17]([Cl:20])=[CH:16][CH:15]=3)[CH2:10][CH2:9]2)[N:7]=1.[NH2:25][CH2:26][C:27]1[CH:28]=[C:29]([OH:33])[N:30]([CH3:32])[N:31]=1.C(N(C(C)C)CC)(C)C.O>O1CCOCC1>[Cl:20][C:17]1[CH:18]=[CH:19][C:14]([N:11]2[CH2:12][CH2:13][N:8]([C:6]3[N:7]=[C:2]([NH:25][CH2:26][C:27]4[CH:28]=[C:29]([OH:33])[N:30]([CH3:32])[N:31]=4)[C:3]4[S:23](=[O:24])[CH2:22][CH2:21][C:4]=4[N:5]=3)[CH2:9][CH2:10]2)=[CH:15][CH:16]=1. Procedure details: 200 mg 4-chloro-2-[4-(4-chloro-phenyl)-piperazin-1-yl]-6,7-dihydro-thieno[3,2-d]pyrimidine 5-oxide (cf Example 124), 313.3 mg 5-aminomethyl-2-methyl-2H-pyrazol-3-ol and 359.25 μl diisopropylethylamine are placed in 4 ml dioxane, heated to 130° C. in the microwave for 0.3 hours and for a further 0.3 hours to 130° C. Then the reaction mixture is mixed with water. The precipitated substance is suction filtered and washed with water. The product is purified by semipreparative HPLC (method A). 130 mg...